This data is from the Open Reaction Database (ORD), a public repository of structured organic reaction records. The task is: describe an organic reaction: reactants, conditions, products, and yield Reactants: ClC=1C=C(C=CC1Cl)C(COC1=CC=C(C=C1)OC)=O (1-(3,4-dichlorophenyl)-2-(4-methoxyphenoxy)ethanone), C(C)#N (acetonitrile), C(CCC)[Li] (n-butyllithium). Solvent: C1CCOC1 (THF), CCCCCC (hexane), C1CCOC1 (THF), O (water). Conditions: temperature -78 celsius, time 30 minute. Product: ClC=1C=C(C=CC1Cl)C(CC#N)(COC1=CC=C(C=C1)OC)O ((3RS)-3-(3,4-dichlorophenyl)-3-hydroxy-4-(4-methoxyphenoxy)butanenitrile). RXN SMILES: [C:1](#[N:3])[CH3:2].C([Li])CCC.[Cl:9][C:10]1[CH:11]=[C:12]([C:17](=[O:28])[CH2:18][O:19][C:20]2[CH:25]=[CH:24][C:23]([O:26][CH3:27])=[CH:22][CH:21]=2)[CH:13]=[CH:14][C:15]=1[Cl:16]>CCCCCC.C1COCC1.O>[Cl:9][C:10]1[CH:11]=[C:12]([C:17]([OH:28])([CH2:18][O:19][C:20]2[CH:25]=[CH:24][C:23]([O:26][CH3:27])=[CH:22][CH:21]=2)[CH2:2][C:1]#[N:3])[CH:13]=[CH:14][C:15]=1[Cl:16]. Procedure: To a mixed solution of acetonitrile (3.54 mL) and THF (30 mL) was added dropwise a solution of n-butyllithium in hexane (1.6 M, 42.1 ml), and the mixture was stirred at −78° C. for 30 min. To the reaction mixture was added dropwise a solution of 1-(3,4-dichlorophenyl)-2-(4-methoxyphenoxy)ethanone (14 g) in THF (45 mL), and the mixture was stirred at −78° C. for 10 min, and then stirred for 1 hr while warming to room temperature. The reaction mixture was diluted with water, and the mixture was ex...